The task is: describe an organic reaction: reactants, conditions, products, and yield. This data is from the Open Reaction Database (ORD), a public repository of structured organic reaction records. The reactants are [N+](=O)([O-])C1=CC=C(CP(O)(O)=O)C=C1 (4-Nitrobenzylphosphonic acid), CC(CC(C)O)O (2,4-pentanediol). Product: CC1OP(OC(C1)C)(CC1=CC=C(C=C1)[N+](=O)[O-])=O (4,6-dimethyl-2-(4-nitrobenzyl)-1,3,2-dioxaphosphorinan-2-oxide). As a reaction SMILES: [N+:1]([C:4]1[CH:14]=[CH:13][C:7]([CH2:8][P:9](=[O:12])([OH:11])[OH:10])=[CH:6][CH:5]=1)([O-:3])=[O:2].[CH3:15][CH:16](O)[CH2:17][CH:18](O)[CH3:19]>>[CH3:15][CH:16]1[CH2:17][CH:18]([CH3:19])[O:11][P:9](=[O:10])([CH2:8][C:7]2[CH:13]=[CH:14][C:4]([N+:1]([O-:3])=[O:2])=[CH:5][CH:6]=2)[O:12]1. Reported procedure: 4-Nitrobenzylphosphonic acid and 2,4-pentanediol were treated in the same manner as in Reference Example 20 to yield 4,6-dimethyl-2-(4-nitrobenzyl)-1,3,2-dioxaphosphorinan-2-oxide, which was then recrystallized from ethanol-hexane to yield colorless needles having a melting point of 152°-153° C. Starting materials: ClC1=NC(=NC=C1)SC (4-chloro-2-methylsulfanyl-pyrimidine), [H-].[Na+] (sodium hydride), C(C)(C)(C)C1=NC(=CC(=N1)N1CCN(CC1)CCCO)C1CCC1 (3-[4-(2-tert-butyl-6-cyclobutyl-pyrimidin-4-yl)-piperazin-1-yl]-propan-1-ol). Solvent: O1CCOCC1 (dioxane), CCCCC (pentane), O1CCOCC1 (dioxane). Product: C(C)(C)(C)C1=NC(=CC(=N1)C1CCC1)N1CCN(CC1)CCCOC1=NC(=NC=C1)SC (2-tert-Butyl-4-cyclobutyl-6-{4-[3-(2-methylsulfanyl-pyrimidin-4-yloxy)-propyl]-piperazin-1-yl}-pyrimidine). Yield: 85.2%. Reaction SMILES: [H-].[Na+].[C:3]([C:7]1[N:12]=[C:11]([N:13]2[CH2:18][CH2:17][N:16]([CH2:19][CH2:20][CH2:21][OH:22])[CH2:15][CH2:14]2)[CH:10]=[C:9]([CH:23]2[CH2:26][CH2:25][CH2:24]2)[N:8]=1)([CH3:6])([CH3:5])[CH3:4].Cl[C:28]1[CH:33]=[CH:32][N:31]=[C:30]([S:34][CH3:35])[N:29]=1>CCCCC.O1CCOCC1>[C:3]([C:7]1[N:8]=[C:9]([CH:23]2[CH2:26][CH2:25][CH2:24]2)[CH:10]=[C:11]([N:13]2[CH2:14][CH2:15][N:16]([CH2:19][CH2:20][CH2:21][O:22][C:28]3[CH:33]=[CH:32][N:31]=[C:30]([S:34][CH3:35])[N:29]=3)[CH2:17][CH2:18]2)[N:12]=1)([CH3:6])([CH3:4])[CH3:5] |f:0.1|. Procedure details: 0.36 g of sodium hydride (9 mmol, 60% in paraffin) were washed oil-free with pentane before 1.5 g of 3-[4-(2-tert-butyl-6-cyclobutyl-pyrimidin-4-yl)-piperazin-1-yl]-propan-1-ol (4.5 mmol) dissolved in 20 ml of dioxane were added. The reaction was heated to reflux for 1 h. After cooling, 0.75 g of 4-chloro-2-methylsulfanyl-pyrimidine (4.67 mmol) dissolved in 10 ml of dioxane were added. The reaction mixture was stirred under reflux for 2 h. The reaction mixture was partitioned between water and e... Reactants: acid chloride, IC1=C(C=C(C(=O)O)C=C1)[N+](=O)[O-] (4-iodo-3-nitrobenzoic acid), S(=O)(Cl)Cl (thionyl chloride), NC1=CC=C(C=C1)C=1SC2=C(N1)C=CC(=C2)OC (2-(4-aminophenyl)-6-methoxybenzothiazole), Amide, CCN(C(C)C)C(C)C (Hunig's base). Run in C1CCOC1 (THF). Yields the product IC1=C(C=C(C(=O)NC2=CC=C(C=C2)C=2SC3=C(N2)C=CC(=C3)OC)C=C1)[N+](=O)[O-] (4-Iodo-3-nitro-N-[4-(6-methoxybenzothiazol-2-yl)-phenyl]-benzamide). Isolated yield 77.7%. As a reaction SMILES: [I:1][C:2]1[CH:10]=[CH:9][C:5]([C:6]([OH:8])=O)=[CH:4][C:3]=1[N+:11]([O-:13])=[O:12].S(Cl)(Cl)=O.[NH2:18][C:19]1[CH:24]=[CH:23][C:22]([C:25]2[S:26][C:27]3[CH:33]=[C:32]([O:34][CH3:35])[CH:31]=[CH:30][C:28]=3[N:29]=2)=[CH:21][CH:20]=1.CCN(C(C)C)C(C)C>C1COCC1>[I:1][C:2]1[CH:10]=[CH:9][C:5]([C:6]([NH:18][C:19]2[CH:20]=[CH:21][C:22]([C:25]3[S:26][C:27]4[CH:33]=[C:32]([O:34][CH3:35])[CH:31]=[CH:30][C:28]=4[N:29]=3)=[CH:23][CH:24]=2)=[O:8])=[CH:4][C:3]=1[N+:11]([O-:13])=[O:12]. Procedure details: A mixture of 4-iodo-3-nitrobenzoic acid (0.286 g, 0.976 mmol) and thionyl chloride (5 ml) was heated under reflux for 3 h. The reaction mixture was cooled to room temperature and the excess reagent and solvent was removed under reduced pressure to give the crude acid chloride. The amide was prepared as described in the Amide Coupling section using the crude acid chloride, 2-(4-aminophenyl)-6-methoxybenzothiazole (0.25 g, 0.976 mmol) and Hunig's base (0.151 g, 1.17 mmol) in dry THF (10 ml) to giv... The reactants are C1OC23[C@]4(C)[C@@H](CC2(OCCO3)OC1)[C@@H]1C[C@@H](C3CCCC[C@]3(C)[C@H]1CC4)CCO (17,17-bis(ethylendioxy)-6α-(2-hydroxyethyl)androstane), C(#N)[C@H]1C[C@H]2[C@@H]3CCC([C@@]3(C)CC[C@@H]2[C@]2(CCC(CC12)=O)C)=O (6α-cyanoandrostane-3,17-dione). Yields the product OCC[C@H]1C[C@H]2[C@@H]3CCC([C@@]3(C)CC[C@@H]2[C@]2(CCC(CC12)=O)C)=O (6α-(2-Hydroxyethyl)androstane-3,17-dione). The yield is 100.0%. As a reaction SMILES: [CH2:1]1COC23OCCOC2([C@]2(CC[C@H]4[C@@H](C[C@H](CCO)C5[C@]4(C)CCCC5)[C@@H]2C3)C)[O:2]1.[C:31]([C@@H:33]1[CH:50]2[C@:45]([CH3:52])([CH2:46][CH2:47][C:48](=[O:51])[CH2:49]2)[C@@H:44]2[C@H:35]([C@H:36]3[C@@:40]([CH2:42][CH2:43]2)([CH3:41])[C:39](=[O:53])[CH2:38][CH2:37]3)[CH2:34]1)#N>>[OH:2][CH2:1][CH2:31][C@@H:33]1[CH:50]2[C@:45]([CH3:52])([CH2:46][CH2:47][C:48](=[O:51])[CH2:49]2)[C@@H:44]2[C@H:35]([C@H:36]3[C@@:40]([CH2:42][CH2:43]2)([CH3:41])[C:39](=[O:53])[CH2:38][CH2:37]3)[CH2:34]1. Reported procedure: The title compound II-al was prepared in 100% yield from 3,3:17,17-bis(ethylendioxy)-6α-(2-hydroxyethyl)androstane by the procedure described above for the preparation of 6α-cyanoandrostane-3,17-dione (II-ac, Prepn. 3). The combined organic extracts were washed with H2O, dried over Na2SO4 and evaporated to dryness. 1H-NMR (300 MHz, dmso-d6, ppm from TMS): δ 4.32 (t, 1H), 3.39 (m, 2H), 2.46-0.54 (m, 23H), 0.98 (s, 3H), 0.79 (s, 3H). Reactants: BrC=1C=C(C(=NC1)C(CNC(C1=C(C=CC=C1)C(F)(F)F)=O)[N+](=O)[O-])Cl (N-[2-(5-bromo-3-chloropyridin-2-yl)-2-nitroethyl]-2-(trifluoromethyl)benzamide), CN(C=O)C.O (N,N-dimethylformamide water), N(=O)[O-].[Na+] (sodium nitrite), [Cl-].[NH4+] (ammonium chloride). Run in mixture, O (water). Run at temperature 60 celsius, time 18 hour. The product is BrC=1C=C(C(=NC1)C(CNC(C1=C(C=CC=C1)C(F)(F)F)=O)=NO)Cl (N-[2-(5-bromo-3-chloropyridin-2-yl)-2-(hydroxyimino)ethyl]-2-(trifluoromethyl)benzamide). Isolated yield 53.6%. Reaction SMILES: [Br:1][C:2]1[CH:3]=[C:4]([Cl:26])[C:5]([CH:8]([N+:23]([O-])=[O:24])[CH2:9][NH:10][C:11](=[O:22])[C:12]2[CH:17]=[CH:16][CH:15]=[CH:14][C:13]=2[C:18]([F:21])([F:20])[F:19])=[N:6][CH:7]=1.CN(C)C=O.O.N([O-])=O.[Na+].[Cl-].[NH4+]>O>[Br:1][C:2]1[CH:3]=[C:4]([Cl:26])[C:5]([C:8](=[N:23][OH:24])[CH2:9][NH:10][C:11](=[O:22])[C:12]2[CH:17]=[CH:16][CH:15]=[CH:14][C:13]=2[C:18]([F:20])([F:19])[F:21])=[N:6][CH:7]=1 |f:1.2,3.4,5.6|. Procedure: To 6.0 g of N-[2-(5-bromo-3-chloropyridin-2-yl)-2-nitroethyl]-2-(trifluoromethyl)benzamide in 65 ml of a mixture of N,N-dimethylformamide-water (7:1), 6.4 g of sodium nitrite was added, and the mixture was stirred at 60° C. for 18 hours. After completion of the reaction, the reaction mixture was allowed to cool to room temperature, poured into 100 ml of water, mixed with 20 ml of saturated aqueous ammonium chloride and extracted with ethyl acetate (100 ml×2). The resulting organic layers were co...